Dataset: the Open Reaction Database (ORD), a public repository of structured organic reaction records. Task: describe an organic reaction: reactants, conditions, products, and yield Reactants: ClC1=C(C=CC(=C1)Cl)C1=CC=2N(C(=N1)O)N=C(N2)CN2CCOCC2 (7-(2,4-Dichlorophenyl)-2-(morpholin-4-ylmethyl)[1,2,4]triazolo[1,5-c]pyrimidin-5-ol), P(=O)(Cl)(Cl)Cl (phosphoryl chloride). The reagents and catalysts are [Cl-].C(C1=CC=CC=C1)[N+](CC)(CC)CC (benzyltriethylammonium chloride). The solvent is C([O-])(O)=O.[Na+] (sodium bicarbonate), C([O-])(O)=O.[Na+] (sodium bicarbonate). Reaction conditions: temperature 120 celsius, time 12 hour. The product is ClC1=NC(=CC=2N1N=C(N2)CN2CCOCC2)C2=C(C=C(C=C2)Cl)Cl (5-Chloro-7-(2,4-dichlorophenyl)-2-(morpholin-4-ylmethyl)[1,2,4]triazolo[1,5-c]pyrimidine). As a reaction SMILES: [Cl:1][C:2]1[CH:7]=[C:6]([Cl:8])[CH:5]=[CH:4][C:3]=1[C:9]1[N:14]=[C:13](O)[N:12]2[N:16]=[C:17]([CH2:19][N:20]3[CH2:25][CH2:24][O:23][CH2:22][CH2:21]3)[N:18]=[C:11]2[CH:10]=1.P(Cl)(Cl)([Cl:28])=O>[Cl-].C([N+](CC)(CC)CC)C1C=CC=CC=1.C(=O)(O)[O-].[Na+]>[Cl:28][C:13]1[N:12]2[N:16]=[C:17]([CH2:19][N:20]3[CH2:25][CH2:24][O:23][CH2:22][CH2:21]3)[N:18]=[C:11]2[CH:10]=[C:9]([C:3]2[CH:4]=[CH:5][C:6]([Cl:8])=[CH:7][C:2]=2[Cl:1])[N:14]=1 |f:2.3,4.5|. Procedure: 1250 mg (3.3 mmol) of 7-(2,4-dichlorophenyl)-2-(morpholin-4-ylmethyl)[1,2,4]triazolo-[1,5-c]pyrimidin-5-ol (Example 134A) are introduced into phosphoryl chloride (20 ml), 2.25 g (9.9 mmol) of benzyltriethylammonium chloride are added, and the reaction mixture is stirred at 120° C. for 12 h. The reaction mixture is slowly poured, while stirring vigorously, into saturated sodium bicarbonate solution (150 ml) and ice, and solid sodium bicarbonate (approx. 10 g) is added until a pH of 8 is reached. ... The reactants are ClC=1C=C(CN2C(C(=C(C=C2)C)C#N)=O)C=CC1Cl (1-(3,4-dichlorobenzyl)-3-cyano-4-methylpyrid-2-one), product, O (water), S(O)(O)(=O)=O (sulfuric acid), ice water. Product: ClC=1C=C(CN2C(C(=C(C=C2)C)C(=O)O)=O)C=CC1Cl (1-(3,4-dichlorobenzyl)-3-carboxy-4-methylpyrid-2-one). RXN SMILES: [Cl:1][C:2]1[CH:3]=[C:4]([CH:16]=[CH:17][C:18]=1[Cl:19])[CH2:5][N:6]1[CH:11]=[CH:10][C:9]([CH3:12])=[C:8]([C:13]#N)[C:7]1=[O:15].S(=O)(=O)(O)[OH:21].[OH2:25]>>[Cl:1][C:2]1[CH:3]=[C:4]([CH:16]=[CH:17][C:18]=1[Cl:19])[CH2:5][N:6]1[CH:11]=[CH:10][C:9]([CH3:12])=[C:8]([C:13]([OH:21])=[O:25])[C:7]1=[O:15]. Procedure details: A solution of 11.5 g. (0.039 mole) of 1-(3,4-dichlorobenzyl)-3-cyano-4-methylpyrid-2-one in a mixture of 50 ml. of water and 100 ml. of conc. sulfuric acid heated overnight on a steam bath. Addition of the reaction mixture ot 3.1 of ice water results in the precipitation of product which is collected by filtration, washed with water and air dried at 40°-50° C. for 18 hr. to give 11 g. (90%) of product as a tan solid:m.p. 219°-221° C.; ν1710 cm. -1 (C=O); 8.19 (d, 1H, H6), 7.2-7.8 (m, 3H, phenyl ... Run at time 2 hour. Yields the product C(C)(C)(C)OC(=O)N1C2C(C(C1)OC1=CC=CC=C1)N(CC2)C(C(C(C)C)NC(C(C)NC)=O)=O (4-[3-Methyl-2-(2-methylamino-propionylamino)-butyryl]-3-phenoxy-hexahydro-pyrrolo[3,2-b]pyrrole-1-carboxylic acid tert-butyl ester). Isolated yield 51.2%. RXN SMILES: [C:1]([O:5][C:6]([N:8]1[CH2:12][CH:11]([O:13][C:14]2[CH:19]=[CH:18][CH:17]=[CH:16][CH:15]=2)[CH:10]2[N:20]([C:23](=[O:45])[CH:24]([NH:28][C:29](=[O:44])[CH:30]([N:32](C(OCC3C=CC=CC=3)=O)[CH3:33])[CH3:31])[CH:25]([CH3:27])[CH3:26])[CH2:21][CH2:22][CH:9]12)=[O:7])([CH3:4])([CH3:3])[CH3:2]>CO>[C:1]([O:5][C:6]([N:8]1[CH2:12][CH:11]([O:13][C:14]2[CH:19]=[CH:18][CH:17]=[CH:16][CH:15]=2)[CH:10]2[N:20]([C:23](=[O:45])[CH:24]([NH:28][C:29](=[O:44])[CH:30]([NH:32][CH3:33])[CH3:31])[CH:25]([CH3:27])[CH3:26])[CH2:21][CH2:22][CH:9]12)=[O:7])([CH3:2])([CH3:4])[CH3:3]. The reactants are C(C)(C)(C)OC(=O)N1C2C(C(C1)OC1=CC=CC=C1)N(CC2)C(C(C(C)C)NC(C(C)N(C)C(=O)OCC2=CC=CC=C2)=O)=O (4-{2-[2-(Benzyloxycarbonyl-methyl-amino)-propionylamino]-3-methyl-butyryl}-3-phenoxy-hexahydro-pyrrolo[3,2-b]pyrrole-1-carboxylic acid tert-butyl ester), Pd on-carbon. Reported procedure: A 500 mL Parr bottle was charged with crude 16 (50 mg, 0.08 mmol) and 10% Pd-on-carbon (50 mg) in reagent grade MeOH (3 mL). The mixture was pressurized to 50 PSI H2 then shaken for 2 h. The catalyst was removed by filtration through Celite® and the solids were washed with MeOH and EtOAc. The filtrate was concentrated in vacuo. The crude product was purified by RP-HPLC (2″ Dynamax® C18, 10-70% ACN/water containing 0.1% HOAc over 30 min; Flow: 40 mL/min) to afford 20 mg (51%) of 17 after lyophili... The solvent is CO (MeOH). The reactants are CC(C)(C)OC(=O)N1CC(C(=O)Nc2cnn3ccc(N4CCCC4c4cc(F)ccc4Cl)nc23)C1, ClCCl, O=C(O)C(F)(F)F. Product: O=C(Nc1cnn2ccc(N3CCCC3c3cc(F)ccc3Cl)nc12)C1CNC1, O=C(O)C(F)(F)F. As a reaction SMILES: [Cl:1][c:2]1[c:3]([CH:9]2[N:10]([c:14]3[n:15][c:16]4[n:17]([cH:18][cH:19]3)[n:20][cH:21][c:22]4[NH:23][C:24](=[O:25])[CH:26]3[CH2:27][N:28]([C:30]([O:31][C:32]([CH3:33])([CH3:34])[CH3:35])=[O:36])[CH2:29]3)[CH2:11][CH2:12][CH2:13]2)[cH:4][c:5]([F:8])[cH:6][cH:7]1.[Cl:44][CH2:45][Cl:46].[F:37][C:38]([C:39](=[O:40])[OH:41])([F:42])[F:43]>>[Cl:1][c:2]1[c:3]([CH:9]2[N:10]([c:14]3[n:15][c:16]4[n:17]([cH:18][cH:19]3)[n:20][cH:21][c:22]4[NH:23][C:24](=[O:25])[CH:26]3[CH2:27][NH:28][CH2:29]3)[CH2:11][CH2:12][CH2:13]2)[cH:4][c:5]([F:8])[cH:6][cH:7]1.[F:37][C:38]([C:39](=[O:40])[OH:41])([F:42])[F:43]. The reactants are BrC=1C(=NC=2N(C1Cl)N=C(C2)C2=CC(=CC=C2)Cl)C (6-bromo-7-chloro-2-(3-chlorophenyl)-5-methylpyrazolo[1,5-a]pyrimidine), FC1=CC=C(C=C1)[Mg]Br.CCOCC (4-fluorophenylmagnesium bromide ether), [Li+].[Cl-].C1CCOC1 (LiCl THF), ClC(C(=O)OC)=O (methyl 2-chloro-2-oxoacetate). The reagents and catalysts are [Cu]Br (copper(I) bromide). Run in C1CCOC1 (THF), CCOCC (Et2O). Reaction conditions: time 2 hour. Yields the product ClC=1C=C(C=CC1)C1=NN2C(N=C(C(=C2C2=CC=C(C=C2)F)C(C(=O)OC)=O)C)=C1 (methyl 2-(2-(3-chlorophenyl)-7-(4-fluorophenyl)-5-methylpyrazolo[1,5-a]pyrimidin-6-yl)-2-oxoacetate). Yield: 30.4%. Reaction SMILES: Br[C:2]1[C:3]([CH3:19])=[N:4][C:5]2[N:6]([N:9]=[C:10]([C:12]3[CH:17]=[CH:16][CH:15]=[C:14]([Cl:18])[CH:13]=3)[CH:11]=2)[C:7]=1Cl.[F:20][C:21]1[CH:26]=[CH:25][C:24]([Mg]Br)=[CH:23][CH:22]=1.CCOCC.[Li+].[Cl-].C1COCC1.Cl[C:42](=[O:47])[C:43]([O:45][CH3:46])=[O:44]>C1COCC1.CCOCC.[Cu]Br>[Cl:18][C:14]1[CH:13]=[C:12]([C:10]2[CH:11]=[C:5]3[N:4]=[C:3]([CH3:19])[C:2]([C:42](=[O:47])[C:43]([O:45][CH3:46])=[O:44])=[C:7]([C:24]4[CH:25]=[CH:26][C:21]([F:20])=[CH:22][CH:23]=4)[N:6]3[N:9]=2)[CH:17]=[CH:16][CH:15]=1 |f:1.2,3.4.5|. Procedure details: To a stirred mixture of 6-bromo-7-chloro-2-(3-chlorophenyl)-5-methylpyrazolo[1,5-a]pyrimidine (0.179 g, 0.5 mmol) and copper(I) bromide (0.072 g, 0.500 mmol) in THF (3 mL) was added dropwise a pre-mixed solution of 2M 4-fluorophenylmagnesium bromide/ether (3.00 ml, 6.00 mmol) and 0.5M LiCl/THF (6.00 ml, 3.00 mmol) over 15 min. After 2 h, added at once methyl 2-chloro-2-oxoacetate (0.368 ml, 4.00 mmol) to the dark solution. After 1 h, the reaction was diluted with Et2O (50 mL), quenched with Na2C...